Dataset: the Open Reaction Database (ORD), a public repository of structured organic reaction records. Task: describe an organic reaction: reactants, conditions, products, and yield Reactants: C=1N=C(C2=C(N1)N(C=N2)[C@H]3[C@@H]([C@@H]([C@H](O3)COP(=O)(O)OP(=O)(O)OC[C@@H]4[C@H]([C@H]([C@@H](O4)N5C=CCC(=C5)C(=O)N)O)O)O)O)N (NAD), C(=O)([O-])[O-].[Na+].[Na+] (Na2CO3), C(C)(=O)O (acetic acid), C(=O)([O-])[O-].[Na+].[Na+] (Na2CO3). Run in CC#N (CH3CN). Reaction conditions: temperature 85 celsius, time 15 minute. Yields the product CC(=O)O[C@@H]1[C@@H]([C@H](OC1O)COP(=O)(O)OP(=O)(O)OC[C@@H]2[C@H]([C@H]([C@@H](O2)N3C=NC4=C3N=CN=C4N)O)O)O (OAADPR). As a reaction SMILES: [C:1]([O-:4])([O-])=[O:2].[Na+].[Na+].[C:7]([OH:10])(=[O:9])[CH3:8].[CH:11]1[N:12]=[C:13]([NH2:54])[C:14]2[N:19]=[CH:18][N:17]([C@@H:20]3[O:24][C@H:23]([CH2:25][O:26][P:27]([O:30][P:31]([O:34][CH2:35][C@H:36]4O[C@@H](N5C=C(C(N)=O)CC=C5)[C@H:38](O)[C@@H:37]4[OH:51])([OH:33])=[O:32])([OH:29])=[O:28])[C@@H:22]([OH:52])[C@H:21]3[OH:53])[C:15]=2[N:16]=1>CC#N>[CH3:8][C:7]([O:10][C@H:38]1[CH:1]([OH:4])[O:2][C@H:36]([CH2:35][O:34][P:31]([O:30][P:27]([O:26][CH2:25][C@H:23]2[O:24][C@@H:20]([N:17]3[C:15]4[N:16]=[CH:11][N:12]=[C:13]([NH2:54])[C:14]=4[N:19]=[CH:18]3)[C@H:21]([OH:53])[C@@H:22]2[OH:52])([OH:29])=[O:28])([OH:33])=[O:32])[C@H:37]1[OH:51])=[O:9] |f:0.1.2|. Procedure: To 80 mg of Na2CO3 was added 2 mL of glacial acetic acid. The mixture was stirred at 85° C. until all the Na2CO3 reacted. 250 mg of NAD was added and the mixture was stirred at 85° C. for 15 min, cooled to below 75° C. and diluted with 20 mL of CH3CN. The precipitate was filtered, suspended in 5 mL of CH3CN, and filtered again to give crude OAADPR. Reactants: Br.NC=1C(=C(C=CC1)C1=CC=C(O1)C(=O)O)O (5-(3-amino-2-hydroxy-phenyl)-furan-2-carboxylic acid hydrobromide), C1CCC2=CC(=CC=C12)N1N=C(CC1=O)C (2-indan-5-yl-5-methyl-2,4-dihydro-pyrazol-3-one), C([O-])(O)=O.[Na+] (sodium bicarbonate), N(=O)[O-].[Na+] (sodium nitrite). Solvent: Cl (hydrochloric acid), C(C)O (ethanol). The product is OC1=C(C=CC=C1NN=C1C(=NN(C1=O)C=1C=C2CCCC2=CC1)C)C1=CC=C(O1)C(=O)O (5-{2-hydroxy-3-[N′-(1-indan-5-yl-3-methyl-5-oxo-1,5-dihydro-pyrazol-4-ylidene)-hydrazino]-phenyl}-furan-2-carboxylic acid). The yield is 71.8%. RXN SMILES: Br.[NH2:2][C:3]1[C:4]([OH:17])=[C:5]([C:9]2[O:13][C:12]([C:14]([OH:16])=[O:15])=[CH:11][CH:10]=2)[CH:6]=[CH:7][CH:8]=1.[N:18]([O-])=O.[Na+].[CH2:22]1[C:30]2[C:25](=[CH:26][C:27]([N:31]3[C:35](=[O:36])[CH2:34][C:33]([CH3:37])=[N:32]3)=[CH:28][CH:29]=2)[CH2:24][CH2:23]1.C(=O)(O)[O-].[Na+]>Cl.C(O)C>[OH:17][C:4]1[C:3]([NH:2][N:18]=[C:34]2[C:35](=[O:36])[N:31]([C:27]3[CH:26]=[C:25]4[C:30](=[CH:29][CH:28]=3)[CH2:22][CH2:23][CH2:24]4)[N:32]=[C:33]2[CH3:37])=[CH:8][CH:7]=[CH:6][C:5]=1[C:9]1[O:13][C:12]([C:14]([OH:16])=[O:15])=[CH:11][CH:10]=1 |f:0.1,2.3,5.6|. Procedure details: 5-(3-Amino-2-hydroxy-phenyl)-furan-2-carboxylic acid hydrobromide 9c (300 mg, 1.0 mmol) was dissolved in hydrochloric acid (3.4 mL, 1 mol/L) followed by dropwise addition of 1.2 mL of aqueous sodium nitrite (73 mg, 1.05 mmol) upon cooling by an ice-water bath. After the mixture was reacted for 10 minutes, 2-indan-5-yl-5-methyl-2,4-dihydro-pyrazol-3-one 1i (193 mg, 0.9 mmol), sodium bicarbonate (1.26 g, 15 mmol) and 4.4 mL of ethanol were added successively. The mixture was reacted at room temper...